Dataset: the Open Reaction Database (ORD), a public repository of structured organic reaction records. Task: describe an organic reaction: reactants, conditions, products, and yield The reactants are C(C)(C)[N-]C(C)C.[Li+] (lithium diisopropylamide), II (iodine), FC=1C=CC(=C(C1)C1=C2C(=NC=C1)N(C=C2C#N)COCC[Si](C)(C)C)OC (4-(5-fluoro-2-methoxyphenyl)-1-((2-(trimethylsilyl)ethoxy)methyl)-1H-pyrrolo[2,3-b]pyridine-3-carbonitrile). Run in O1CCCC1 (tetrahydrofuran), O1CCCC1 (tetrahydrofuran), O1CCCC1 (tetrahydrofuran). Reaction conditions: temperature -75 celsius, time 30 minute. Product: FC=1C=CC(=C(C1)C1=C2C(=NC=C1)N(C(=C2C#N)I)COCC[Si](C)(C)C)OC (4-(5-fluoro-2-methoxyphenyl)-2-iodo-1-((2-(trimethylsilyl)ethoxy)methyl)-1H-pyrrolo[2,3-b]pyridine-3-carbonitrile). RXN SMILES: [F:1][C:2]1[CH:3]=[CH:4][C:5]([O:27][CH3:28])=[C:6]([C:8]2[CH:13]=[CH:12][N:11]=[C:10]3[N:14]([CH2:19][O:20][CH2:21][CH2:22][Si:23]([CH3:26])([CH3:25])[CH3:24])[CH:15]=[C:16]([C:17]#[N:18])[C:9]=23)[CH:7]=1.C([N-]C(C)C)(C)C.[Li+].[I:37]I>O1CCCC1>[F:1][C:2]1[CH:3]=[CH:4][C:5]([O:27][CH3:28])=[C:6]([C:8]2[CH:13]=[CH:12][N:11]=[C:10]3[N:14]([CH2:19][O:20][CH2:21][CH2:22][Si:23]([CH3:24])([CH3:26])[CH3:25])[C:15]([I:37])=[C:16]([C:17]#[N:18])[C:9]=23)[CH:7]=1 |f:1.2|. Reported procedure: A solution of Example 248B (0.7 g, 1.76 mmol) in tetrahydrofuran (50 mL) was cooled to −75° C. and treated dropwise with 2N lithium diisopropylamide in tetrahydrofuran (1.7 mL, 3.40 mmol). The mixture was stirred at −75° C. for 30 minutes and iodine (0.85 g, 3.52 mmol) in 2.5 mL tetrahydrofuran was added. The mixture was slowly brought to room temperature and quenched with aqueous ammonium chloride (100 mL) and extracted with ethyl acetate (twice). The organic layers were concentrated and purifi... The product is N#Cc1cncc(CN)c1. Reaction SMILES: [CH3:17][CH2:18][O:19][CH2:20][CH3:21].[CH3:28][OH:29].[ClH:11].[NH3:16].[OH:1][CH2:2][c:3]1[cH:4][c:5]([C:9]#[N:10])[cH:6][n:7][cH:8]1.[S:12]([Cl:13])([Cl:14])=[O:15].[cH:22]1[cH:23][cH:24][cH:25][cH:26][cH:27]1>>[CH2:2]([c:3]1[cH:4][c:5]([C:9]#[N:10])[cH:6][n:7][cH:8]1)[NH2:16]. Reactants: CCOCC, CO, Cl, N, N#Cc1cncc(CO)c1, O=S(Cl)Cl, c1ccccc1. The reactants are [OH-].[Na+] (sodium hydroxide), Cl.C(C)(=N)N (acetamidine hydrochloride), CC1=C(C(=CC=C1)C)NCC(=O)NN (alpha-(2,6-dimethylphenylamino)acethydrazide). Solvent: ClCCl (dichloromethane), CO (methanol). The product is CC1=C(C(=CC=C1)C)NCC1=NNC(=N1)C (3-(2,6-dimethylphenylaminomethyl)-5-methyl-1,2,4-triazole). Isolated yield 79.3%. As a reaction SMILES: [OH-].[Na+].Cl.[C:4](N)(=[NH:6])[CH3:5].[CH3:8][C:9]1[CH:14]=[CH:13][CH:12]=[C:11]([CH3:15])[C:10]=1[NH:16][CH2:17][C:18]([NH:20][NH2:21])=O>CO.ClCCl>[CH3:8][C:9]1[CH:14]=[CH:13][CH:12]=[C:11]([CH3:15])[C:10]=1[NH:16][CH2:17][C:18]1[N:6]=[C:4]([CH3:5])[NH:21][N:20]=1 |f:0.1,2.3|. Procedure details: To a stirred solution of 8.8 g (0.022 mol) sodium hydroxide in 500 ml methanol was added 20 g (0.22 mol) acetamidine hydrochloride. After stirring for an additional 1/4 hour, 37.7 g (0.2 mol) alpha-(2,6-dimethylphenylamino)acethydrazide was added. The reaction mixture was heated under reflux for about 18 hours, cooled and filtered. The filtrate was evaporated under a reduced pressure to give a solid residue. The residue was diluted with dichloromethane, filtered, dried over magnesium sulfate and... Reactants: COc1cc(Br)c2c(c1)CCN2C(=O)OC(C)(C)C, CO, [Na+], [OH-], O. Product: COc1cc(Br)c2c(c1)CCN2. As a reaction SMILES: [C:1]([O:2][C:3](=[O:4])[N:8]1[CH2:9][CH2:10][c:11]2[cH:12][c:13]([O:18][CH3:19])[cH:14][c:15]([Br:17])[c:16]21)([CH3:5])([CH3:6])[CH3:7].[CH3:23][OH:24].[Na+:22].[OH-:21].[OH2:20]>>[NH:8]1[CH2:9][CH2:10][c:11]2[cH:12][c:13]([O:18][CH3:19])[cH:14][c:15]([Br:17])[c:16]21. The reactants are C1(=CC=CC=C1)C(C(=O)N=C=O)(C)C1=CC=CC=C1 (2,2-diphenylpropionyl isocyanate), FC(CO)(F)F (2,2,2-trifluoro-ethanol). Yields the product FC(COC(NC(C(C)(C1=CC=CC=C1)C1=CC=CC=C1)=O)=O)(F)F ((2,2-Diphenyl-propionyl)-carbamic acid 2,2,2-trifluoro-ethyl ester). As a reaction SMILES: [C:1]1([C:7]([C:14]2[CH:19]=[CH:18][CH:17]=[CH:16][CH:15]=2)([CH3:13])[C:8]([N:10]=[C:11]=[O:12])=[O:9])[CH:6]=[CH:5][CH:4]=[CH:3][CH:2]=1.[F:20][C:21]([F:25])([F:24])[CH2:22][OH:23]>>[F:20][C:21]([F:25])([F:24])[CH2:22][O:23][C:11](=[O:12])[NH:10][C:8](=[O:9])[C:7]([C:1]1[CH:2]=[CH:3][CH:4]=[CH:5][CH:6]=1)([C:14]1[CH:19]=[CH:18][CH:17]=[CH:16][CH:15]=1)[CH3:13]. Procedure details: The title compound, white solid, m.p.=143-145° C., MS: m/e=351.3 (M+H+) was prepared in accordance with the general method of example 1 from 2,2-diphenylpropionyl isocyanate and 2,2,2-trifluoro-ethanol. Reactants: COC(=O)C1=NN2C(CN(C3=C2C=CC=N3)C3=C(C=CC=C3)Cl)=N1 (5-(2-chlorophenyl)-4,5-dihydropyrido[2,3-e][1,2,4]triazolo[1,5-a]pyrazine-2-carboxylic acid methyl ester), [BH4-].[Na+] (sodium borohydride). The product is ClC1=C(C=CC=C1)N1CC=2N(C3=C1N=CC=C3)N=C(N2)CO (5-(2-chlorophenyl)-4,5-dihydropyrido[2,3-e][1,2,4]triazolo[1,5-a]pyrazine-2-methanol). Reaction SMILES: C[O:2][C:3]([C:5]1[N:24]=[C:8]2[CH2:9][N:10]([C:17]3[CH:22]=[CH:21][CH:20]=[CH:19][C:18]=3[Cl:23])[C:11]3[N:16]=[CH:15][CH:14]=[CH:13][C:12]=3[N:7]2[N:6]=1)=O.[BH4-].[Na+]>>[Cl:23][C:18]1[CH:19]=[CH:20][CH:21]=[CH:22][C:17]=1[N:10]1[C:11]2[N:16]=[CH:15][CH:14]=[CH:13][C:12]=2[N:7]2[N:6]=[C:5]([CH2:3][OH:2])[N:24]=[C:8]2[CH2:9]1 |f:1.2|. Procedure: using 15.00 g (0.044 mol) of 5-(2-chlorophenyl)-4,5-dihydropyrido[2,3-e][1,2,4]triazolo[1,5-a]pyrazine-2-carboxylic acid methyl ester and 8.28 g (0.219 mol) of sodium borohydride there is obtained 5-(2-chlorophenyl)-4,5-dihydropyrido[2,3-e][1,2,4]triazolo[1,5-a]pyrazine-2-methanol having a melting point of 193°-196°; The reactants are CCCCBr, O=C([O-])[O-], CC#N, CS(=O)(=O)c1cccc(C2CCNCC2)c1F, [K+], [K+]. Yields the product CCCCN1CCC(c2cccc(S(C)(=O)=O)c2F)CC1. Reaction SMILES: [Br:24][CH2:25][CH2:26][CH2:27][CH3:28].[C:18](=[O:19])([O-:20])[O-:21].[CH3:29][C:30]#[N:31].[F:1][c:2]1[c:3]([CH:12]2[CH2:13][CH2:14][NH:15][CH2:16][CH2:17]2)[cH:4][cH:5][cH:6][c:7]1[S:8](=[O:9])(=[O:10])[CH3:11].[K+:22].[K+:23]>>[F:1][c:2]1[c:3]([CH:12]2[CH2:13][CH2:14][N:15]([CH2:25][CH2:26][CH2:27][CH3:28])[CH2:16][CH2:17]2)[cH:4][cH:5][cH:6][c:7]1[S:8](=[O:9])(=[O:10])[CH3:11]. Reactants: N1=CC=CC=C1.N1=NC(C=C1)=O (Pyridine pyrazolone), N#CC#N (cyanogen), chlorimine, bis-(1-phenyl-3-methyl-5-pyrazolone), N1=CC=CC=C1 (pyridine). Product: C1(=CC=CC=C1)N1NC(=CC1=O)C (1-phenyl-3-methyl-5-pyrazolone). Reaction SMILES: N1C=[CH:5][CH:4]=[CH:3][CH:2]=1.[N:7]1[CH:11]=[CH:10][C:9](=[O:12])[N:8]=1.N#[C:14][C:15]#N.N1C=CC=C[CH:18]=1>>[C:15]1([N:8]2[C:9](=[O:12])[CH:10]=[C:11]([CH3:18])[NH:7]2)[CH:14]=[CH:5][CH:4]=[CH:3][CH:2]=1 |f:0.1|. Reported procedure: Pyridine-pyrazolone reaction: Quantitative analysis of cyanogen, showing blue. PH 7→ add chlorimine T solution, and add the mixture of a solution of bis-(1-phenyl-3-methyl-5-pyrazolone) in pyridine and a solution of 1-phenyl-3-methyl-5-pyrazolone two to three minutes later, then leave for a while. Isolated yield 88.3%. RXN SMILES: [CH2:1]([O:8][C:9]1[C:28]([O:29][CH3:30])=[CH:27][C:12]([C:13]([N:15]2[CH:19]=[C:18]([CH2:20][C:21]([O:23][CH3:24])=[O:22])[CH2:17][C@H:16]2[CH2:25][OH:26])=[O:14])=[C:11]([N+:31]([O-])=O)[CH:10]=1)[C:2]1[CH:7]=[CH:6][CH:5]=[CH:4][CH:3]=1.Cl[Sn]Cl.C(Cl)(Cl)Cl.CO>CO>[NH2:31][C:11]1[CH:10]=[C:9]([O:8][CH2:1][C:2]2[CH:3]=[CH:4][CH:5]=[CH:6][CH:7]=2)[C:28]([O:29][CH3:30])=[CH:27][C:12]=1[C:13]([N:15]1[CH:19]=[C:18]([CH2:20][C:21]([O:23][CH3:24])=[O:22])[CH2:17][C@H:16]1[CH2:25][OH:26])=[O:14] |f:2.3|. The product is NC1=C(C(=O)N2[C@@H](CC(=C2)CC(=O)OC)CO)C=C(C(=C1)OCC1=CC=CC=C1)OC ((2s)-N-(2-Amino-4-benzyloxy-5-methoxybenzoyl)-2-(hydroxymethyl)-4-(methoxycarbonylmethyl)-2,3-dihydropyrrole). Procedure details: A solution of the nitro-alcohol 20 (0.35 g, 0.77 mmol) and SnCl2/2H2O (0.87 g, 3.86 mmol) in methanol (16 mL) was heated to reflux and monitored by TLC (90% CHCl3/MeOH). After 1 hour the MeOH was evaporated in vacuo and the resulting residue cooled (ice), and treated carefully with saturated NaHCO3 (65 mL). The mixture was diluted with EtOAc (65 mL), and after 16 hours stirring at room temperature the inorganic precipitate was removed by filtration through celite. The organic layer was separated... The reactants are C(C1=CC=CC=C1)OC1=CC(=C(C(=O)N2[C@@H](CC(=C2)CC(=O)OC)CO)C=C1OC)[N+](=O)[O-] ((2S)-N-(4-Benzyloxy-5-methoxy-2-nitrobenzoyl)-2-(hydroxymethyl)-4-(methoxycarbonylmethyl)-2,3-dihydropyrrole), Cl[Sn]Cl (SnCl2), C(Cl)(Cl)Cl.CO (CHCl3 MeOH). Solvent: CO (methanol). Run at time 16 hour.